From a dataset of the Open Reaction Database (ORD), a public repository of structured organic reaction records. describe an organic reaction: reactants, conditions, products, and yield The reactants are CCOC(C)=O, Cc1cc(C#N)c2cc[nH]c2c1, COc1nc(Cl)c(C(C)C)c(OC)n1, [H-], [Na+], CN(C)C=O. Product: COc1nc(OC)c(C(C)C)c(-n2ccc3c(C#N)cc(C)cc32)n1. Reaction SMILES: [CH3:34][CH2:35][O:36][C:37]([CH3:38])=[O:39].[CH3:3][c:4]1[cH:5][c:6]([C:13]#[N:14])[c:7]2[cH:8][cH:9][nH:10][c:11]2[cH:12]1.[Cl:15][c:16]1[n:17][c:18]([O:27][CH3:28])[n:19][c:20]([O:25][CH3:26])[c:21]1[CH:22]([CH3:23])[CH3:24].[H-:2].[Na+:1].[O:29]=[CH:30][N:31]([CH3:32])[CH3:33]>>[CH3:3][c:4]1[cH:5][c:6]([C:13]#[N:14])[c:7]2[cH:8][cH:9][n:10](-[c:16]3[n:17][c:18]([O:27][CH3:28])[n:19][c:20]([O:25][CH3:26])[c:21]3[CH:22]([CH3:23])[CH3:24])[c:11]2[cH:12]1. Starting materials: Cl.O1CCOCC1 (hydrogen chloride dioxane), CNC([C@H](CSCC1=CC=C(C=C1)C)NC(=O)OC(C)(C)C)=O ((2R)-2-(tert-butoxycarbonylamino)-3-(4-methylbenzylthio)propionic acid methylamide). Conditions: time 1 hour. The product is CNC([C@H](CSCC1=CC=C(C=C1)C)NC([C@@H](CSC(C1=CC=CC=C1)=O)C)=O)=O ((2R)-2-[(2S)-3-(Benzoylthio)-2-methylpropionylamino]-3-(4-methylbenzylthio)propionic acid methylamide). RXN SMILES: Cl.[O:2]1[CH2:7][CH2:6]OCC1.[CH3:8][NH:9][C:10](=[O:30])[C@@H:11]([NH:22][C:23]([O:25]C(C)(C)C)=O)[CH2:12][S:13][CH2:14][C:15]1[CH:20]=[CH:19][C:18]([CH3:21])=[CH:17][CH:16]=1>>[CH3:8][NH:9][C:10](=[O:30])[C@@H:11]([NH:22][C:23](=[O:25])[C@H:11]([CH3:10])[CH2:12][S:13][C:7](=[O:2])[C:6]1[CH:19]=[CH:20][CH:15]=[CH:16][CH:17]=1)[CH2:12][S:13][CH2:14][C:15]1[CH:16]=[CH:17][C:18]([CH3:21])=[CH:19][CH:20]=1 |f:0.1|. Reported procedure: 4 N hydrogen chloride/dioxane (1.5 ml) is added to (2R)-2-(tert-butoxycarbonylamino)-3-(4-methylbenzylthio)propionic acid methylamide (reference compound No. 4-1, 200 mg), and the mixture is stirred at room temperature for one hour. The reaction mixture is concentrated under reduced pressure, and the obtained residue is dissolved in methylene chloride (5 ml). To the solution are added N-methylmorpholine (0.119 ml), 1-hydroxybenzotriazole (109 mg), (2S)-3-(benzoylthio)-2-methylpropionic acid (182... Reactants: CCOc1cc(C(Oc2ccc(C(=N)NC(=O)OCc3ccccc3)cc2)C(=O)OC)ccc1OC(C)C, C1CCOC1, CO, Cl, [Li+], [OH-]. The product is CCOc1cc(C(Oc2ccc(C(=N)NC(=O)OCc3ccccc3)cc2)C(=O)O)ccc1OC(C)C. As a reaction SMILES: [CH2:1]([c:2]1[cH:3][cH:4][cH:5][cH:6][cH:7]1)[O:8][C:9](=[O:10])[NH:11][C:12](=[NH:13])[c:14]1[cH:15][cH:16][c:17]([O:18][CH:19]([C:20](=[O:21])[O:22][CH3:23])[c:24]2[cH:25][c:26]([O:34][CH2:35][CH3:36])[c:27]([O:30][CH:31]([CH3:32])[CH3:33])[cH:28][cH:29]2)[cH:37][cH:38]1.[CH2:42]1[O:43][CH2:44][CH2:45][CH2:46]1.[CH3:47][OH:48].[ClH:41].[Li+:40].[OH-:39]>>[CH2:1]([c:2]1[cH:3][cH:4][cH:5][cH:6][cH:7]1)[O:8][C:9](=[O:10])[NH:11][C:12](=[NH:13])[c:14]1[cH:15][cH:16][c:17]([O:18][CH:19]([C:20](=[O:21])[OH:22])[c:24]2[cH:25][c:26]([O:34][CH2:35][CH3:36])[c:27]([O:30][CH:31]([CH3:32])[CH3:33])[cH:28][cH:29]2)[cH:37][cH:38]1. Starting materials: C(#N)C(C(=O)OC)=C(C)C (methyl 2-cyano-3-methylbut-2-enoate), [N+](=O)([O-])CCC (nitropropane), CS(=O)C (dimethyl sulfoxide), CC(C)([O-])C.[K+] (potassium tert-butoxide), CS(=O)C (dimethyl sulfoxide), CS(=O)C (dimethyl sulfoxide). Reported procedure: The title compound was synthesized similarly to J. Org. Chem. 50 (1985), 2807-2809: 5.6 g (50mmol) of potassium tert-butoxide were initially charged in 15 ml of dimethyl sulfoxide, and 4.4 g (50 mmol) of nitropropane dissolved in 190 ml of dimethyl sulfoxide were slowly added dropwise. After addition of 5 g (36 mmol) of methyl 2-cyano-3-methylbut-2-enoate dissolved in 10 ml of dimethyl sulfoxide, the mixture was stirred at room temperature for 40 hours. The reaction was quenched by slow addition... Conditions: time 40 hour. As a reaction SMILES: C[C:2](C)([O-:4])C.[K+].[N+:7]([CH2:10][CH2:11][CH3:12])([O-])=O.[C:13]([C:15](=[C:20]([CH3:22])[CH3:21])[C:16](OC)=O)#N.CS(C)=[O:25]>>[C:10]([C:11]1([C:12]([O:4][CH3:2])=[O:25])[C:20]([CH3:22])([CH3:21])[C:15]1([CH3:16])[CH3:13])#[N:7] |f:0.1|. The product is C(#N)C1(C(C1(C)C)(C)C)C(=O)OC (Methyl 1-Cyano-2,2,3,3-tetramethylcyclopropane-1-carboxylate). The reactants are O (Water), C1(=CC=CC=C1)P(C1=CC=CC=C1)C1=CC=CC=C1 (triphenylphosphine), BrN1C(CCC1=O)=O (N-bromosuccinimide), CC1=C(C=CC=C1C)CCCO (3-(2,3-dimethylphenyl)-1-propanol). Solvent: C(Cl)Cl (methylene chloride). The product is BrCCCC1=C(C(=CC=C1)C)C (1-(3-bromopropyl)-2,3-dimethylbenzene). The yield is 83.8%. As a reaction SMILES: [CH3:1][C:2]1[C:7]([CH3:8])=[CH:6][CH:5]=[CH:4][C:3]=1[CH2:9][CH2:10][CH2:11]O.C1(P(C2C=CC=CC=2)C2C=CC=CC=2)C=CC=CC=1.[Br:32]N1C(=O)CCC1=O.O>C(Cl)Cl>[Br:32][CH2:11][CH2:10][CH2:9][C:3]1[CH:4]=[CH:5][CH:6]=[C:7]([CH3:8])[C:2]=1[CH3:1]. Procedure details: Compound 49-2 (1.83 g) was dissolved in methylene chloride (40 ml), triphenylphosphine (3.25 g) and N-bromosuccinimide (2.18 g) were added under ice-cooling, and the mixture was stirred under ice-cooling for 2 hr. Water was added to the reaction mixture, and the mixture was extracted with methylene chloride, washed with saturated brine, and dried over anhydrous sodium sulfate. The solvent was evaporated under reduced pressure. Diethyl ether was added, and the precipitated triphenylphosphine oxid...